The task is: describe an organic reaction: reactants, conditions, products, and yield. This data is from the Open Reaction Database (ORD), a public repository of structured organic reaction records. The reactants are [Cl-].[NH4+] (ammonium chloride), C(C)(=O)OCC (ethyl acetate), ClC1=NC=C(C(=N1)NCCC)I (2-chloro-5-iodo-N-propylpyrimidin-4-amine), CN(C(OC(C)(C)C)=O)[C@H](C(NCCCC#C)=O)C ((S)-tert-butyl methyl(1-oxo-1-(4-pentyn-1-ylamino)propan-2-yl)carbamate). Reagents/catalysts: Cl[Pd]([P](C1=CC=CC=C1)(C2=CC=CC=C2)C3=CC=CC=C3)([P](C4=CC=CC=C4)(C5=CC=CC=C5)C6=CC=CC=C6)Cl (bis(triphenylphosphine)palladium(II) dichloride), [Cu]I (copper(I) iodide). The solvent is CN(C=O)C (N,N-dimethylformamide), C(C)N(CC)CC (triethylamine). Conditions: time 1.5 hour. Yields the product ClC1=NC=C(C(=N1)NCCC)C#CCCCNC([C@H](C)N(C(OC(C)(C)C)=O)C)=O ((S)-tert-butyl (1-((5-(2-chloro-4-(propylamino)pyrimidin-5-yl)-4-pentyn-1-yl)amino)-1-oxopropan-2-yl)(methyl)carbamate). Yield: 84.6%. As a reaction SMILES: [Cl:1][C:2]1[N:7]=[C:6]([NH:8][CH2:9][CH2:10][CH3:11])[C:5](I)=[CH:4][N:3]=1.[CH3:13][N:14]([C@@H:22]([CH3:31])[C:23](=[O:30])[NH:24][CH2:25][CH2:26][CH2:27][C:28]#[CH:29])[C:15](=[O:21])[O:16][C:17]([CH3:20])([CH3:19])[CH3:18].[Cl-].[NH4+].C(OCC)(=O)C>CN(C)C=O.C(N(CC)CC)C.Cl[Pd](Cl)([P](C1C=CC=CC=1)(C1C=CC=CC=1)C1C=CC=CC=1)[P](C1C=CC=CC=1)(C1C=CC=CC=1)C1C=CC=CC=1.[Cu]I>[Cl:1][C:2]1[N:7]=[C:6]([NH:8][CH2:9][CH2:10][CH3:11])[C:5]([C:29]#[C:28][CH2:27][CH2:26][CH2:25][NH:24][C:23](=[O:30])[C@@H:22]([N:14]([CH3:13])[C:15](=[O:21])[O:16][C:17]([CH3:18])([CH3:20])[CH3:19])[CH3:31])=[CH:4][N:3]=1 |f:2.3,^1:54,73|. Procedure: To a solution of 2-chloro-5-iodo-N-propylpyrimidin-4-amine (F1, 2.00 g) and (S)-tert-butyl methyl(1-oxo-1-(4-pentyn-1-ylamino)propan-2-yl)carbamate (U4, 2.16 g) in N,N-dimethylformamide (40 mL), triethylamine (4.67 mL), bis(triphenylphosphine)palladium(II) dichloride (0.47 g) and copper(I) iodide (0.26 g) were added at room temperature, and the mixture was stirred at the same temperature for 1.5 hours, and then further stirred at 45° C. for 0.5 hour. The reaction mixture was cooled to room tempe... Reaction SMILES: C([C:5]([CH3:10])([CH3:9])[C:6]([NH2:8])=[O:7])CCC.[CH2:11]([Li])[CH2:12][CH2:13][CH3:14].[CH3:16][C:17]1[N:18]=[C:19](S(C)=O)[O:20][CH:21]=1.O>C1COCC1>[CH2:11]([N:8]([C:19]1[O:20][CH:21]=[C:17]([CH3:16])[N:18]=1)[C:6](=[O:7])[CH:5]([CH3:9])[CH3:10])[CH2:12][CH2:13][CH3:14]. Reactants: C(CCC)C(C(=O)N)(C)C (n-Butyl-isobutyramide), solution, C(CCC)[Li] (n-butyl lithium), CC=1N=C(OC1)S(=O)C (4-methyl-2-methylsulphinyloxazole), O (water). The solvent is C1CCOC1 (THF), C1CCOC1 (THF). The yield is 78.0%. The product is C(CCC)N(C(C(C)C)=O)C=1OC=C(N1)C (2-(N-n-Butyl-2-methylpropanamido)-4-methyloxazole). Procedure details: n-Butyl-isobutyramide (0.99 g, 0.0069 m) in dry THF (10 ml) was cooled to -20° C. under nitrogen during the dropwise addition of a 1.445 M solution of n-butyl lithium (4.8 ml, 0.0069 m). The mixture was stirred for 20 minutes at -20° C. and then 4-methyl-2-methylsulphinyloxazole (1.0 g, 0.0068 m) in dry THF (10 ml) was added rapidly and the mixture allowed to warm to 0° C. It was stirred at this temperature for 11/2 hours then allowed to warm to room temperature and stirred for a further 1/2 hou... Reaction conditions: temperature -20 celsius, time 20 minute. Reactants: FC(OC1=CC=C(C=C1)C(C(=O)O)C(C)C)F (4-difluoromethoxy-α-isopropyl-phenylacetic acid), S(=O)(Cl)Cl (thionyl chloride). Yields the product FC(OC1=CC=C(C=C1)C(C(=O)Cl)C(C)C)F (4-Difluoromethoxy-α-isopropylphenylacetic acid chloride). As a reaction SMILES: [F:1][CH:2]([F:17])[O:3][C:4]1[CH:9]=[CH:8][C:7]([CH:10]([CH:14]([CH3:16])[CH3:15])[C:11](O)=[O:12])=[CH:6][CH:5]=1.S(Cl)([Cl:20])=O>>[F:1][CH:2]([F:17])[O:3][C:4]1[CH:9]=[CH:8][C:7]([CH:10]([CH:14]([CH3:16])[CH3:15])[C:11]([Cl:20])=[O:12])=[CH:6][CH:5]=1. Reported procedure: 20 g of 4-difluoromethoxy-α-isopropyl-phenylacetic acid were dissolved in 100 ml of thionyl chloride and the solution was heated to the boil for 1 hour. After distilling off excess thionyl chloride, the residue was distilled under a high vacuum. 4-Difluoromethoxy-α-isopropylphenylacetic acid chloride of boiling point 93°-99° C./0.2 mm Hg was obtained. The reactants are CC(C)([O-])C.[K+] (potassium tert.-butoxide), C(C)OC(=O)C1=NC(=CC=C1C(=O)OCC)C1=CSC=C1 (6-(thiophen-3-yl)-pyridine-2,3-dicarboxylic acid diethyl ester), NC(C(=O)N)(C(C)C)C (2-amino-2,3-dimethyl- butyramide). Run in C1(=CC=CC=C1)C (toluene). Run at temperature 80 celsius. The product is S1C=C(C=C1)C1=CC=C(C(=N1)C=1NC(C(N1)=O)(C)C(C)C)C(=O)O (6-(thiophen-3-yl)-2-(5-isopropyl-5-methyl-4-oxo-imidazol-2-yl)-pyridine-3-carboxylic acid). The yield is 85.7%. As a reaction SMILES: CC(C)([O-])C.[K+].C(O[C:10]([C:12]1[C:17]([C:18]([O:20]CC)=[O:19])=[CH:16][CH:15]=[C:14]([C:23]2[CH:27]=[CH:26][S:25][CH:24]=2)[N:13]=1)=O)C.[NH2:28][C:29]([CH3:36])([CH:33]([CH3:35])[CH3:34])[C:30]([NH2:32])=[O:31]>C1(C)C=CC=CC=1>[S:25]1[CH:26]=[CH:27][C:23]([C:14]2[N:13]=[C:12]([C:10]3[NH:28][C:29]([CH:33]([CH3:35])[CH3:34])([CH3:36])[C:30](=[O:31])[N:32]=3)[C:17]([C:18]([OH:20])=[O:19])=[CH:16][CH:15]=2)=[CH:24]1 |f:0.1|. Procedure: 12 g of potassium tert.-butoxide are added to a solution of 14 g of 6-(thiophen-3-yl)-pyridine-2,3-dicarboxylic acid diethyl ester and 6 g of 2-amino-2,3-dimethyl- butyramide in 100 ml of dry toluene while stirring and the solution is heated at 80° C. for 5 hours. The reaction solution is then poured onto ice, the phases are separated and the aqueous phase is acidified with 10 ml of glacial acetic acid. After some time the above acid crystallises out and is filtered off with suction and dried. I... Reactants: CC(=O)O, CO, COC(=O)Cc1ccc([N+](=O)[O-])c(Cl)c1, [Fe], O. The product is COC(=O)Cc1ccc(N)c(Cl)c1. Reaction SMILES: [C:16]([OH:17])(=[O:18])[CH3:19].[CH3:20][OH:21].[Cl:1][c:2]1[cH:3][c:4]([CH2:11][C:12](=[O:13])[O:14][CH3:15])[cH:5][cH:6][c:7]1[N+:8]([O-:9])=[O:10].[Fe:23].[OH2:22]>>[Cl:1][c:2]1[cH:3][c:4]([CH2:11][C:12](=[O:13])[O:14][CH3:15])[cH:5][cH:6][c:7]1[NH2:8]. The reactants are C([O-])([O-])=O.[Cs+].[Cs+] (cesium carbonate), O1CCCC2=CC(=CC=C12)C1=C2C(=NC(=C1C(=O)OC)C)NC=C2 (methyl 4-(chroman-6-yl)-6-methyl-1H-pyrrolo[2,3-b]pyridine-5-carboxylate), BrCC1=CC(=C(C=C1)F)F (4-(bromomethyl)-1,2-difluorobenzene). The solvent is C(C)(=O)OCC (ethyl acetate), CN(C=O)C (N,N-Dimethylformamide). Yields the product O1CCCC2=CC(=CC=C12)C1=C2C(=NC(=C1C(=O)OC)C)N(C=C2)CC2=CC(=C(C=C2)F)F (methyl 4-(chroman-6-yl)-1-(3,4-difluorobenzyl)-6-methyl-1H-pyrrolo[2,3-b]pyridine-5-carboxylate). As a reaction SMILES: [O:1]1[C:10]2[C:5](=[CH:6][C:7]([C:11]3[C:16]([C:17]([O:19][CH3:20])=[O:18])=[C:15]([CH3:21])[N:14]=[C:13]4[NH:22][CH:23]=[CH:24][C:12]=34)=[CH:8][CH:9]=2)[CH2:4][CH2:3][CH2:2]1.C(=O)([O-])[O-].[Cs+].[Cs+].Br[CH2:32][C:33]1[CH:38]=[CH:37][C:36]([F:39])=[C:35]([F:40])[CH:34]=1>CN(C)C=O.C(OCC)(=O)C>[O:1]1[C:10]2[C:5](=[CH:6][C:7]([C:11]3[C:16]([C:17]([O:19][CH3:20])=[O:18])=[C:15]([CH3:21])[N:14]=[C:13]4[N:22]([CH2:32][C:33]5[CH:38]=[CH:37][C:36]([F:39])=[C:35]([F:40])[CH:34]=5)[CH:23]=[CH:24][C:12]=34)=[CH:8][CH:9]=2)[CH2:4][CH2:3][CH2:2]1 |f:1.2.3|. Procedure details: A mixture of methyl 4-(chroman-6-yl)-6-methyl-1H-pyrrolo[2,3-b]pyridine-5-carboxylate (0.943 g, 2.93 mmol) in N,N-Dimethylformamide (DMF) (6.0 mL) was treated with cesium carbonate (1.906 g, 5.85 mmol) and then 4-(bromomethyl)-1,2-difluorobenzene (0.561 mL, 4.39 mmol) and the mixture was heated to 80° C. for 75 minutes. The mixture was cooled to ambient temperature, diluted with ethyl acetate and then washed with water and brine. The water that was used for washing was back extracted with ethyl ...